describe an organic reaction: reactants, conditions, products, and yield From a dataset of the Open Reaction Database (ORD), a public repository of structured organic reaction records. Reactants: O=C([O-])[O-], C=CCBr, CC(C)=O, [K+], [K+], O=C(N1CCc2cccc(O)c2CC1)C(F)(F)F. The product is C=CCOc1cccc2c1CCN(C(=O)C(F)(F)F)CC2. RXN SMILES: [C:19](=[O:20])([O-:21])[O-:22].[CH2:25]([CH:26]=[CH2:27])[Br:28].[CH3:29][C:30](=[O:31])[CH3:32].[K+:23].[K+:24].[OH:1][c:2]1[cH:3][cH:4][cH:5][c:6]2[c:12]1[CH2:11][CH2:10][N:9]([C:13]([C:14]([F:15])([F:16])[F:17])=[O:18])[CH2:8][CH2:7]2>>[O:1]([c:2]1[cH:3][cH:4][cH:5][c:6]2[c:12]1[CH2:11][CH2:10][N:9]([C:13]([C:14]([F:15])([F:16])[F:17])=[O:18])[CH2:8][CH2:7]2)[CH2:27][CH:26]=[CH2:25].